From a dataset of the Open Reaction Database (ORD), a public repository of structured organic reaction records. describe an organic reaction: reactants, conditions, products, and yield Reactants: N[C@H](CC1=CNC2=CC=CC=C12)C(=O)O (D-tryptophan), Cl (hydrochloric acid), [OH-].[Na+] (sodium hydroxide), C=O (formaldehyde). Solvent: O (water), O (water). Product: C1N[C@H](CC2=C1NC1=CC=CC=C21)C(=O)O ((3R)-1,2,3,4-tetrahydro-9H-pyrido[3,4-b]indole-3-carboxylic acid). Yield: 87.4%. As a reaction SMILES: [NH2:1][C@@H:2]([C:13]([OH:15])=[O:14])[CH2:3][C:4]1[C:12]2[C:7](=[CH:8][CH:9]=[CH:10][CH:11]=2)[NH:6][CH:5]=1.[OH-].[Na+].[CH2:18]=O.Cl>O>[CH2:18]1[C:5]2[NH:6][C:7]3[C:12]([C:4]=2[CH2:3][C@H:2]([C:13]([OH:15])=[O:14])[NH:1]1)=[CH:11][CH:10]=[CH:9][CH:8]=3 |f:1.2|. Procedure: 20.0 g D-tryptophan is suspended in 40 ml of water and 7.83 g 50%(w/w) sodium hydroxide solution is added and this mixture is stirred to give a clear solution. 7.95 g 37% formaldehyde is added and this mixture is stirred for 2 hours at room temperature, then refluxed for 3 hours. The hot solution is poured into 200 ml water and, with vigorous stirring, the pH is adjust to 5 with 6N hydrochloric acid, giving a precipitate. The slurry is stirred for 18 hours, filtered, and the solid dried at 70° C... Starting materials: CN(C)C=O, O=[N+]([O-])c1ccc(C=Cc2nc(Cl)c3ccccc3n2)o1, Nc1ccc(O)cc1, O. Yields the product O=[N+]([O-])c1ccc(C=Cc2nc(Nc3ccc(O)cc3)c3ccccc3n2)o1. As a reaction SMILES: [CH3:1][N:2]([CH3:3])[CH:4]=[O:5].[N+:14](=[O:15])([O-:16])[c:17]1[cH:18][cH:19][c:20]([CH:22]=[CH:23][c:24]2[n:25][c:26]3[cH:27][cH:28][cH:29][cH:30][c:31]3[c:32]([Cl:34])[n:33]2)[o:21]1.[NH2:6][c:7]1[cH:8][cH:9][c:10]([OH:13])[cH:11][cH:12]1.[OH2:35]>>[NH:6]([c:7]1[cH:8][cH:9][c:10]([OH:13])[cH:11][cH:12]1)[c:32]1[c:31]2[c:26]([n:25][c:24]([CH:23]=[CH:22][c:20]3[cH:19][cH:18][c:17]([N+:14](=[O:15])[O-:16])[o:21]3)[n:33]1)[cH:27][cH:28][cH:29][cH:30]2. The reactants are N(=[N+]=[N-])CC(O)C1=CC=C(C2=C1OCC(N2)=O)OCC2=CC=CC=C2 (8-(2-azido-1-hydroxyethyl)-5-(benzyloxy)-2H-benzo[b][1,4]oxazin-3(4H)-one), C(C)O (ethanol), [H][H] (hydrogen). The reagents and catalysts are [Pd] (palladium on carbon). Run at time 18 hour. The product is C(C)(=O)O.NCC(O)C1=CC=C(C2=C1OCC(N2)=O)O (8-(2-Amino-1-hydroxyethyl)-5-hydroxy-2H-benzo[b][1,4]oxazin-3(4H)-one acetate). As a reaction SMILES: [N:1]([CH2:4][CH:5]([C:7]1[C:12]2[O:13][CH2:14][C:15](=[O:17])[NH:16][C:11]=2[C:10]([O:18][CH2:19][C:20]2C=CC=CC=2)=[CH:9][CH:8]=1)[OH:6])=[N+]=[N-].[H][H].C([OH:30])C>[Pd]>[C:19]([OH:30])(=[O:18])[CH3:20].[NH2:1][CH2:4][CH:5]([C:7]1[C:12]2[O:13][CH2:14][C:15](=[O:17])[NH:16][C:11]=2[C:10]([OH:18])=[CH:9][CH:8]=1)[OH:6] |f:4.5|. Reported procedure: A mixture of 8-(2-azido-1-hydroxyethyl)-5-(benzyloxy)-2H-benzo[b][1,4]oxazin-3(4H)-one, Isomer 1 (example 11, step g) (0.67 g) in ethanol (30 mL) with 10% palladium on carbon catalyst (0.210 g) was stirred vigorously under 4 bar pressure of hydrogen for 18 hours. The catalyst was filtered off and the solvent evaporated off under reduced pressure. The residue was dissolved in acetic acid (15 mL) and ethanol (15 mL) and the mixture stirred with 10% palladium on carbon catalyst (0.210 g) under 4 ba... Reactants: [Br-], CC1(C)CCC(C)(C)c2cc(OCC(=O)c3ccc(Br)s3)c(I)cc21, C1CCOC1, C[O-], C[PH](c1ccccc1)(c1ccccc1)c1ccccc1, CO, [Na+]. As a reaction SMILES: [Br-:31].[Br:6][c:7]1[cH:8][cH:9][c:10]([C:12]([CH2:13][O:14][c:15]2[cH:16][c:17]3[c:22]([cH:23][c:24]2[I:25])[C:21]([CH3:26])([CH3:27])[CH2:20][CH2:19][C:18]3([CH3:28])[CH3:29])=[O:30])[s:11]1.[CH2:52]1[O:53][CH2:54][CH2:55][CH2:56]1.[CH3:1][O-:2].[CH3:32][PH:33]([c:34]1[cH:35][cH:36][cH:37][cH:38][cH:39]1)([c:40]1[cH:41][cH:42][cH:43][cH:44][cH:45]1)[c:46]1[cH:47][cH:48][cH:49][cH:50][cH:51]1.[CH3:4][OH:5].[Na+:3]>>[Br:6][c:7]1[cH:8][cH:9][c:10]([C:12]([CH2:13][O:14][c:15]2[cH:16][c:17]3[c:22]([cH:23][c:24]2[I:25])[C:21]([CH3:26])([CH3:27])[CH2:20][CH2:19][C:18]3([CH3:28])[CH3:29])=[CH2:32])[s:11]1. Product: C=C(COc1cc2c(cc1I)C(C)(C)CCC2(C)C)c1ccc(Br)s1. The reactants are FC(C=1C=C(OC2CNC2)C=CC1)(F)F (3-[3-(trifluoromethyl)phenoxy]azetidine), [N+](=O)([O-])NC(=O)N (nitrourea), C1(=CC=CC=C1)C (toluene). Solvent: C(Cl)Cl (methylene chloride), C(C)O (ethyl alcohol), C(Cl)Cl (methylene chloride). Reaction conditions: time 72 hour. The product is FC(C=1C=C(OC2CN(C2)C(=O)N)C=CC1)(F)F (3-[3-(Trifluoromethyl)phenoxy]-1-azetidinecarboxamide). Yield: 46.1%. Reaction SMILES: [F:1][C:2]([F:15])([F:14])[C:3]1[CH:4]=[C:5]([CH:11]=[CH:12][CH:13]=1)[O:6][CH:7]1[CH2:10][NH:9][CH2:8]1.[N+]([NH:19][C:20](N)=[O:21])([O-])=O.C1(C)C=CC=CC=1>C(Cl)Cl.C(O)C>[F:15][C:2]([F:1])([F:14])[C:3]1[CH:4]=[C:5]([CH:11]=[CH:12][CH:13]=1)[O:6][CH:7]1[CH2:10][N:9]([C:20]([NH2:19])=[O:21])[CH2:8]1. Procedure details: To a solution of 2.2 g (0.01 mole) of 3-[3-(trifluoromethyl)phenoxy]azetidine in 45 ml of methylene chloride and 45 ml of absolute ethyl alcohol was added 7 g. (0.066 mole) of nitrourea and the mixture was stirred at room temperature for 48 hr. The mixture was filtered. The filtrate was evaporated to dryness and the residue was partitioned between 75 ml methylene chloride and 75 ml water. The water layer was extracted three times with 50 ml of methylene chloride. The methylene chloride extracts ... The reactants are CCC1CN(Cc2ccccc2)CCN1, Clc1nccnc1Cl, [K+], [K+], O=C([O-])[O-], CN(C)C=O. Product: CCC1CN(Cc2ccccc2)CCN1c1nccnc1Cl. RXN SMILES: [CH2:9]([c:10]1[cH:11][cH:12][cH:13][cH:14][cH:15]1)[N:16]1[CH2:17][CH:18]([CH2:22][CH3:23])[NH:19][CH2:20][CH2:21]1.[Cl:1][c:2]1[n:3][cH:4][cH:5][n:6][c:7]1[Cl:8].[K+:24].[K+:25].[O-:26][C:27]([O-:28])=[O:29].[O:30]=[CH:31][N:32]([CH3:33])[CH3:34]>>[c:2]1([N:19]2[CH:18]([CH2:22][CH3:23])[CH2:17][N:16]([CH2:9][c:10]3[cH:11][cH:12][cH:13][cH:14][cH:15]3)[CH2:21][CH2:20]2)[n:3][cH:4][cH:5][n:6][c:7]1[Cl:8]. Reactants: C(#C)C=1C(=NOC1C)C1=CC=CC=C1 (4-ethynyl-5-methyl-3-phenyl-isoxazole), IC=1N=NC(=CC1)C (3-iodo-6-methyl-pyridazine). Product: CC=1N=NC(=CC1)C#CC=1C(=NOC1C)C1=CC=CC=C1 (3-Methyl-6-(5-methyl-3-phenyl-isoxazol-4-ylethynyl)-pyridazine). The yield is 80.0%. Reaction SMILES: [C:1]([C:3]1[C:4]([C:9]2[CH:14]=[CH:13][CH:12]=[CH:11][CH:10]=2)=[N:5][O:6][C:7]=1[CH3:8])#[CH:2].I[C:16]1[N:17]=[N:18][C:19]([CH3:22])=[CH:20][CH:21]=1>>[CH3:22][C:19]1[N:18]=[N:17][C:16]([C:2]#[C:1][C:3]2[C:4]([C:9]3[CH:14]=[CH:13][CH:12]=[CH:11][CH:10]=3)=[N:5][O:6][C:7]=2[CH3:8])=[CH:21][CH:20]=1. Reported procedure: As described for example 11c, 4-ethynyl-5-methyl-3-phenyl-isoxazole (70 mg, 0.38 mmol) was converted (using 3-iodo-6-methyl-pyridazine instead of 2-chloro-4-iodopyridine) to the title compound (SiO2, heptane:ethyl acetate=95:5 to 0:100, 84 mg, 80%) which was obtained as a light brown solid. MS: m/e=276.1 [M+H]+. Starting materials: [BH3-]C#N, C1CCNC1, CC(=O)O, CO, CCc1[nH]c(C(=O)NC2CCN(C(=O)OC(C)(C)C)CC2=O)nc1Cl, [Na+], C1CCOC1. Product: CCc1[nH]c(C(=O)NC2CCN(C(=O)OC(C)(C)C)CC2N2CCCC2)nc1Cl. Reaction SMILES: [C:31]([BH3-:32])#[N:33].[CH2:1]1[CH2:2][CH2:3][NH:4][CH2:5]1.[CH3:35][C:36](=[O:37])[OH:38].[CH3:44][OH:45].[Cl:6][c:7]1[n:8][c:9]([C:14](=[O:15])[NH:16][CH:17]2[C:18](=[O:30])[CH2:19][N:20]([C:23](=[O:24])[O:25][C:26]([CH3:27])([CH3:28])[CH3:29])[CH2:21][CH2:22]2)[nH:10][c:11]1[CH2:12][CH3:13].[Na+:34].[O:39]1[CH2:40][CH2:41][CH2:42][CH2:43]1>>[CH2:1]1[CH2:2][CH2:3][N:4]([CH:18]2[CH:17]([NH:16][C:14]([c:9]3[n:8][c:7]([Cl:6])[c:11]([CH2:12][CH3:13])[nH:10]3)=[O:15])[CH2:22][CH2:21][N:20]([C:23](=[O:24])[O:25][C:26]([CH3:27])([CH3:28])[CH3:29])[CH2:19]2)[CH2:5]1.